This data is from the Open Reaction Database (ORD), a public repository of structured organic reaction records. The task is: describe an organic reaction: reactants, conditions, products, and yield Reactants: N[C@H](C)C=1N(C(C2=C(N1)N(CCC2)C)=O)C2=CC=C(C=C2)OCC ((R)-2-(1-Amino-ethyl)-3-(4-ethoxy-phenyl)-8-methyl-5,6,7,8-tetrahydro-3H-pyrido[2,3-d]pyrimidin-4-one), FC(C(=O)O)(F)F (trifluoroacetic acid). The solvent is ClCCl (dichloromethane). The product is C(C)(C)(C)OC(N[C@H](C)C=1N(C(C2=C(N1)N(CCC2)C)=O)C2=CC=C(C=C2)OCC)=O ((R)-{1-[3-(4-Ethoxy-phenyl)-8-methyl-4-oxo-3,4,5,6,7,8-hexahydro-pyrido[2,3-d]pyrimidin-2-yl]-ethyl}-carbamic acid tert-butyl ester). Reaction SMILES: [NH2:1][C@@H:2]([C:4]1[N:5]([C:16]2[CH:21]=[CH:20][C:19]([O:22][CH2:23][CH3:24])=[CH:18][CH:17]=2)[C:6](=[O:15])[C:7]2[CH2:13][CH2:12][CH2:11][N:10]([CH3:14])[C:8]=2[N:9]=1)[CH3:3].FC(F)(F)[C:27]([OH:29])=[O:28]>ClCCl>[C:7]([O:29][C:27](=[O:28])[NH:1][C@@H:2]([C:4]1[N:5]([C:16]2[CH:17]=[CH:18][C:19]([O:22][CH2:23][CH3:24])=[CH:20][CH:21]=2)[C:6](=[O:15])[C:7]2[CH2:13][CH2:12][CH2:11][N:10]([CH3:14])[C:8]=2[N:9]=1)[CH3:3])([CH3:13])([CH3:8])[CH3:6]. Procedure: (R)-2-(1-Amino-ethyl)-3-(4-ethoxy-phenyl)-8-methyl-5,6,7,8-tetrahydro-3H-pyrido[2,3-d]pyrimidin-4-one (G2) To a solution of 110 mg G1 (0.26 mmol, 1.00 equiv.) dissolved in 2 mL dichloromethane cooled by an ice-bath was added 4 mL trifluoroacetic acid all at once. The reaction was equilibrated to room temperature. After 40 min. the reaction was concentrated in vacuo and the concentrate was partitioned between 25 mL each dichloromethane and saturated aqueous sodium bicarbonate. The aqueous separat... The reactants are C1(=CC=CC=C1)NC(CC(C)(OC)OC)=O (N-phenyl-3,3-dimethoxybutyramide). The solvent is C(C)(C)OC(C)C (isopropyl ether). Conditions: temperature 60 celsius. Product: CO\C(=C/C(=O)NC1=CC=CC=C1)\C (3-methoxy-crotonanilide). Isolated yield 47.3%. Reaction SMILES: [C:1]1([NH:7][C:8](=[O:16])[CH2:9][C:10](OC)([O:12][CH3:13])[CH3:11])[CH:6]=[CH:5][CH:4]=[CH:3][CH:2]=1>C(OC(C)C)(C)C>[CH3:13][O:12]/[C:10](/[CH3:11])=[CH:9]\[C:8]([NH:7][C:1]1[CH:6]=[CH:5][CH:4]=[CH:3][CH:2]=1)=[O:16]. Procedure details: 558 g of N-phenyl-3,3-dimethoxybutyramide were heated for 1 hour at 195° C at a vacuum of 60 mm Hg and after cooling to 60° C, it was added to 500 ml of isopropyl ether. The mixture was cooled and vacuum filtered to obtain 226 g of 3-methoxy-crotonanilide in the form of white crystals melting at 111--112° C. Reactants: C(C)(=O)O (acetic acid), C1(=CC=CC=C1)[SiH3] (phenylsilane), C(C=C)N1N=C(N=N1)C1=CC=C(C=C1)C1=CC=C(C=C1)OCC1=CC=C(C(=C1C(=O)OC(C)(C)C)O)C(F)(F)F (tert-butyl 6-({[4′-(2-allyl-2H-tetrazol-5-yl)-1,1′-biphenyl-4-yl]oxy}methyl)-2-hydroxy-3-(trifluoromethyl)benzoate). The reagents and catalysts are C=1C=CC(=CC1)/C=C/C(=O)/C=C/C2=CC=CC=C2.C=1C=CC(=CC1)/C=C/C(=O)/C=C/C2=CC=CC=C2.C=1C=CC(=CC1)/C=C/C(=O)/C=C/C2=CC=CC=C2.[Pd].[Pd] (tris(dibenzylideneacetone)dipalladium). Run in C(Cl)Cl (methylene chloride). Reaction conditions: time 3 hour. Product: OC1=C(C(=O)OC(C)(C)C)C(=CC=C1C(F)(F)F)COC1=CC=C(C=C1)C1=CC=C(C=C1)C1=NN=NN1 (tert-Butyl 2-hydroxy-6-({[4′(1H-tetrazol-5-yl)-1,1′-biphenyl-4-yl]oxy}methyl)-3-(trifluoromethyl)benzoate). Isolated yield 70.9%. Reaction SMILES: C(O)(=O)C.C1([SiH3])C=CC=CC=1.C([N:15]1[N:19]=[N:18][C:17]([C:20]2[CH:25]=[CH:24][C:23]([C:26]3[CH:31]=[CH:30][C:29]([O:32][CH2:33][C:34]4[C:39]([C:40]([O:42][C:43]([CH3:46])([CH3:45])[CH3:44])=[O:41])=[C:38]([OH:47])[C:37]([C:48]([F:51])([F:50])[F:49])=[CH:36][CH:35]=4)=[CH:28][CH:27]=3)=[CH:22][CH:21]=2)=[N:16]1)C=C>C(Cl)Cl.C1C=CC(/C=C/C(/C=C/C2C=CC=CC=2)=O)=CC=1.C1C=CC(/C=C/C(/C=C/C2C=CC=CC=2)=O)=CC=1.C1C=CC(/C=C/C(/C=C/C2C=CC=CC=2)=O)=CC=1.[Pd].[Pd]>[OH:47][C:38]1[C:37]([C:48]([F:51])([F:50])[F:49])=[CH:36][CH:35]=[C:34]([CH2:33][O:32][C:29]2[CH:30]=[CH:31][C:26]([C:23]3[CH:22]=[CH:21][C:20]([C:17]4[NH:18][N:19]=[N:15][N:16]=4)=[CH:25][CH:24]=3)=[CH:27][CH:28]=2)[C:39]=1[C:40]([O:42][C:43]([CH3:46])([CH3:45])[CH3:44])=[O:41] |f:4.5.6.7.8|. Procedure details: Tetrakis(triphenylphosphine)palladium (0) (74 mg, 64.4 μmol), acetic acid (0.4 ml, 6.44 mmol) and phenylsilane (0.397 ml, 3.22 mmol) were added to a solution of the mixture (712 mg, 1.29 mmol) obtained in Example (95-3) in methylene chloride (6 ml) under a nitrogen atmosphere, and the mixture was stirred at room temperature for 3 hours. The formed solid was filtered and washed with methylene chloride to give the title compound (469 mg, yield: 71%). The reactants are [H-].[Na+] (Sodium hydride), CS(=O)C (dimethyl sulfoxide), C1OC=2C=C(C(=O)C=3C=NC=CC3)C=CC2O1 (3-(3,4-methylenedioxybenzoyl)pyridine), [Br-].C(=O)(O)CCCCC[P+](C1=CC=CC=C1)(C1=CC=CC=C1)C1=CC=CC=C1 (5-carboxypentyltriphenylphosphonium bromide). Solvent: O1CCCC1 (tetrahydrofuran), O (water). Run at temperature 85 celsius. The product is C1OC=2C=C(C=CC2O1)/C(=C/CCCCC(=O)O)/C=1C=NC=CC1 ((Z)-7-(3,4-methylenedioxyphenyl)-7-(3-pyridyl)-6-heptenoic acid). Isolated yield 11.2%. RXN SMILES: [H-].[Na+].CS(C)=O.[Br-].[C:8]([CH2:11][CH2:12][CH2:13][CH2:14][CH2:15][P+](C1C=CC=CC=1)(C1C=CC=CC=1)C1C=CC=CC=1)([OH:10])=[O:9].[CH2:35]1[O:51][C:50]2[CH:49]=[CH:48][C:39]([C:40]([C:42]3[CH:43]=[N:44][CH:45]=[CH:46][CH:47]=3)=O)=[CH:38][C:37]=2[O:36]1>O1CCCC1.O>[CH2:35]1[O:51][C:50]2[CH:49]=[CH:48][C:39](/[C:40](/[C:42]3[CH:43]=[N:44][CH:45]=[CH:46][CH:47]=3)=[CH:15]/[CH2:14][CH2:13][CH2:12][CH2:11][C:8]([OH:10])=[O:9])=[CH:38][C:37]=2[O:36]1 |f:0.1,3.4|. Procedure details: Sodium hydride (1 g, 60% in oil) was added to dimethyl sulfoxide (25 ml) under nitrogen and the mixture was heated at 85° C. with stirring for an hour. The reaction mixture was cooled to room temperature and 5-carboxypentyltriphenylphosphonium bromide (5.2 g, 11 mmoles) was added gradually. The mixture was stirred for 10 minutes and a solution of 3-(3,4-methylenedioxybenzoyl)pyridine (2.5 g, 0.11 mole) in tetrahydrofuran (10 ml) was added dropwise thereto. After completion of addition, the mixtu... Starting materials: BrCC(=O)OCC (ethyl bromoacetate), C1(=CC=CC=C1)N1C(C(CC1)=O)=O (1-Phenyl-2,3-pyrrolidinedione), C(C)(C)[N-]C(C)C.[Li+] (lithium di-iso-propylamide). Run in C1CCOC1 (THF), C1CCOC1 (THF). The product is O=C1C(CN(C1=O)C1=CC=CC=C1)CC(=O)OCC (Ethyl 4,5-dioxo-1-phenyl-3-pyrrolidineacetate). RXN SMILES: [C:1]1([N:7]2[CH2:11][CH2:10][C:9](=[O:12])[C:8]2=[O:13])[CH:6]=[CH:5][CH:4]=[CH:3][CH:2]=1.C([N-]C(C)C)(C)C.[Li+].Br[CH2:23][C:24]([O:26][CH2:27][CH3:28])=[O:25]>C1COCC1>[O:12]=[C:9]1[C:8](=[O:13])[N:7]([C:1]2[CH:6]=[CH:5][CH:4]=[CH:3][CH:2]=2)[CH2:11][CH:10]1[CH2:23][C:24]([O:26][CH2:27][CH3:28])=[O:25] |f:1.2|. Procedure details: A solution of the product of Example 61 in THF is added to a solution of lithium di-iso-propylamide (LDA) in THF at -78° C. After 2 h at -78° C. a solution of ethyl bromoacetate is added and the reaction is allowed to warm to room temperature. After an aqueous workup the crude product is chromatographed on silica gel to give the title compound. Product: O=C(NCc1cc(C(F)(F)F)cc(C(F)(F)F)c1)c1cnc(Cl)nc1Cl. Reaction SMILES: [Cl:1][c:2]1[n:3][cH:4][c:5]([C:9](=[O:10])[Cl:11])[c:6]([Cl:8])[n:7]1.[F:12][C:13]([c:14]1[cH:15][c:16]([CH2:17][NH2:18])[cH:19][c:20]([C:22]([F:23])([F:24])[F:25])[cH:21]1)([F:26])[F:27]>>[Cl:1][c:2]1[n:3][cH:4][c:5]([C:9](=[O:10])[NH:18][CH2:17][c:16]2[cH:15][c:14]([C:13]([F:12])([F:26])[F:27])[cH:21][c:20]([C:22]([F:23])([F:24])[F:25])[cH:19]2)[c:6]([Cl:8])[n:7]1. Starting materials: O=C(Cl)c1cnc(Cl)nc1Cl, NCc1cc(C(F)(F)F)cc(C(F)(F)F)c1. Starting materials: FC(C=1SC=C(N1)C1CO1)(F)F (2-(2-trifluoromethyl-thiazol-4-yl)ethylene oxide), C(=O)(OC)C1=CC=C(C=C1)CC(C)N (2-(4-carbomethoxyphenyl)-1-methylethylamine). Run in C(C)O (ethanol), C(C)O (ethanol). Yields the product C(=O)(OC)C1=CC=C(C=C1)CC(C)NCC(C=1N=C(SC1)C(F)(F)F)O (N-[2-(4-Carbomethoxyphenyl)-1-methylethyl]-2-hydroxy-2-(2-trifluoromethyl-thiazol-4-yl)ethanamine). RXN SMILES: [F:1][C:2]([F:12])([F:11])[C:3]1[S:4][CH:5]=[C:6]([CH:8]2[O:10][CH2:9]2)[N:7]=1.[C:13]([C:17]1[CH:22]=[CH:21][C:20]([CH2:23][CH:24]([NH2:26])[CH3:25])=[CH:19][CH:18]=1)([O:15][CH3:16])=[O:14]>C(O)C>[C:13]([C:17]1[CH:22]=[CH:21][C:20]([CH2:23][CH:24]([NH:26][CH2:9][CH:8]([OH:10])[C:6]2[N:7]=[C:3]([C:2]([F:12])([F:11])[F:1])[S:4][CH:5]=2)[CH3:25])=[CH:19][CH:18]=1)([O:15][CH3:16])=[O:14]. Reported procedure: 0.54 g (0.030 mol) of 2-(2-trifluoromethyl-thiazol-4-yl)ethylene oxide is dissolved in 5 ml of ethanol, and the solution is added dropwise within 10 minutes to a boiling solution of 0.58 g (0.0030 mol) of 2-(4-carbomethoxyphenyl)-1-methylethylamine in 13 ml ethanol. The mixture is then boiled under reflux for 5 hours, the solvent is removed by distillation, and the base is purified on a silica gel column using methylene chloride/methanol=20:1 as eluant. Reactants: CC(N)(C)C(=O)NC=1C=NC(=CC1)OC1=C2CC(COC2=CC=C1)C (2-methyl-N1-{6-[(3-methyl-3,4-dihydro-2H-chromen-5-yl)oxy]-3-pyridinyl}alaninamide), CC(N)(C)C(=O)NC=1C=NC(=CC1)OC1=C2CC(COC2=CC=C1)C (2-methyl-N1-{6-[(3-methyl-3,4-dihydro-2H-chromen-5-yl)oxy]-3-pyridinyl}alaninamide), TEA, ClC(Cl)(OC(OC(Cl)(Cl)Cl)=O)Cl (triphosgene), ClC(Cl)(OC(OC(Cl)(Cl)Cl)=O)Cl (triphosgene). Solvent: ClCCl (dichloromethane), ClCCl (dichloromethane), ClCCl (dichloromethane). Conditions: temperature 0 celsius, time 15 minute. Product: CC1(C(N(C(N1)=O)C=1C=NC(=CC1)OC1=C2CC(COC2=CC=C1)C)=O)C (5,5-dimethyl-3-{6-[(3-methyl-3,4-dihydro-2H-chromen-5-yl)oxy]-3-pyridinyl}-2,4-imidazolidinedione). Yield: 123.1%. As a reaction SMILES: Cl[C:2](Cl)([O:4]C(=O)OC(Cl)(Cl)Cl)Cl.[CH3:13][C:14]([C:17]([NH:19][C:20]1[CH:21]=[N:22][C:23]([O:26][C:27]2[CH:36]=[CH:35][CH:34]=[C:33]3[C:28]=2[CH2:29][CH:30]([CH3:37])[CH2:31][O:32]3)=[CH:24][CH:25]=1)=[O:18])([CH3:16])[NH2:15]>ClCCl>[CH3:16][C:14]1([CH3:13])[NH:15][C:2](=[O:4])[N:19]([C:20]2[CH:21]=[N:22][C:23]([O:26][C:27]3[CH:36]=[CH:35][CH:34]=[C:33]4[C:28]=3[CH2:29][CH:30]([CH3:37])[CH2:31][O:32]4)=[CH:24][CH:25]=2)[C:17]1=[O:18]. Procedure details: In a 50 ml round-bottomed flask 2-methyl-N1-{6-[(3-methyl-3,4-dihydro-2H-chromen-5-yl)oxy]-3-pyridinyl}alaninamide (Intermediate 121, 72.6 mg) was dissolved in dichloromethane (5 ml) to give a pale yellow solution. TEA (0.142 ml, 1.021 mmol) was added and the reaction mixture was cooled at 0° C. A solution of triphosgene (27.3 mg, 0.092 mmol) in 1 ml of dichloromethane was added to the reaction mixture which was stirred at 0° C. After 15 minutes, additional solution of triphosgene (27.3 mg, 0.09...